From a dataset of the Open Reaction Database (ORD), a public repository of structured organic reaction records. describe an organic reaction: reactants, conditions, products, and yield The reactants are N1=C(C=NC2=CC=CC=C12)C=1C=C(C=CC1)N ((3-quinoxalin-2-ylphenyl)amine), COC1=CC=C(C=C1)N=C=O (4-methoxyphenyl isocyanate). The solvent is C1(=CC=CC=C1)C (toluene). The product is COC1=CC=C(C=C1)NC(=O)NC1=CC(=CC=C1)C1=NC2=CC=CC=C2N=C1 (1-(4-methoxyphenyl)-3-[3-(quinoxalin-2-yl)phenyl]urea). Isolated yield 62.1%. As a reaction SMILES: [N:1]1[C:10]2[C:5](=[CH:6][CH:7]=[CH:8][CH:9]=2)[N:4]=[CH:3][C:2]=1[C:11]1[CH:12]=[C:13]([NH2:17])[CH:14]=[CH:15][CH:16]=1.[CH3:18][O:19][C:20]1[CH:25]=[CH:24][C:23]([N:26]=[C:27]=[O:28])=[CH:22][CH:21]=1>C1(C)C=CC=CC=1>[CH3:18][O:19][C:20]1[CH:25]=[CH:24][C:23]([NH:26][C:27]([NH:17][C:13]2[CH:14]=[CH:15][CH:16]=[C:11]([C:2]3[CH:3]=[N:4][C:5]4[C:10](=[CH:9][CH:8]=[CH:7][CH:6]=4)[N:1]=3)[CH:12]=2)=[O:28])=[CH:22][CH:21]=1. Procedure details: To a solution of (3-quinoxalin-2-ylphenyl)amine (2.21 g, 10 mmol) in hot toluene, 4-methoxyphenyl isocyanate (1.42 g, 10 mmol) was added and the reaction mixture was heated at reflux for 2 hrs. The mixture was cooled to room temperature, the resulting precipitate was filtered, washed with hexane and dried to afford 1-(4-methoxyphenyl)-3-[3-(quinoxalin-2-yl)phenyl]urea (2.3 g, 62% yield). LCMS calculated for C22H18N4O2 (M+H): 370.41. found 371. 1H-NMR (DMSO-d6, 250 Mhz) δH: 9.52 (1H, s), 8.95 (1H...